This data is from the Open Reaction Database (ORD), a public repository of structured organic reaction records. The task is: describe an organic reaction: reactants, conditions, products, and yield Starting materials: N (ammonia), O.C(CC(O)(C(=O)O)CC(=O)O)(=O)O (citric acid monohydrate), S(O)(O)(=O)=O (sulphuric acid), S(=O)(=O)(O)O.C(C)N(C(=N)N)CC (N,N-Diethylguanidine sulphate). The solvent is O (water). Reaction conditions: temperature 0 celsius, time 2 hour. Yields the product OC1=NC(=NC(=C1)CC(=O)O)N(CC)CC (4-hydroxy-2-diethylaminopyrimidin-6-yl acetic acid). Reaction SMILES: O.[C:2]([OH:14])(=[O:13])[CH2:3][C:4]([CH2:9][C:10]([OH:12])=O)(C(O)=O)O.S(=O)(=O)(O)O.S(O)(O)(=O)=O.[CH2:25]([N:27]([CH2:31][CH3:32])[C:28]([NH2:30])=[NH:29])[CH3:26].N>O>[OH:12][C:10]1[CH:9]=[C:4]([CH2:3][C:2]([OH:14])=[O:13])[N:30]=[C:28]([N:27]([CH2:31][CH3:32])[CH2:25][CH3:26])[N:29]=1 |f:0.1,3.4|. Procedure details: Powdered citric acid monohydrate (42.0 g) was added in small portions over one hour to concentrated sulphuric acid (180 ml) at 0° C and the mixture stirred until a clear solution was obtained. N,N-Diethylguanidine sulphate (32.8 g) was added over 15 minutes and the solution stirred for one hour at the ambient temperature (ca 22°-24° C) and then at 90° C for a further 2 hours. After dilution of the mixture with deionised water (1050 ml), ammonia solution (s.g. 0.880) was added to adjust the pH to... The product is COC(=O)c1cc(OC)c(OCCCCCl)cc1[N+](=O)[O-]. Reaction SMILES: [CH3:23][C:24](=[O:25])[OH:26].[Cl:1][CH2:2][CH2:3][CH2:4][CH2:5][O:6][c:7]1[c:8]([O:17][CH3:18])[cH:9][c:10]([C:11](=[O:12])[O:13][CH3:14])[cH:15][cH:16]1.[N:19](=[O:20])[O-:21].[Na+:22].[OH2:31].[OH:27][N+:28](=[O:29])[O-:30]>>[Cl:1][CH2:2][CH2:3][CH2:4][CH2:5][O:6][c:7]1[c:8]([O:17][CH3:18])[cH:9][c:10]([C:11](=[O:12])[O:13][CH3:14])[c:15]([N+:19](=[O:20])[O-:21])[cH:16]1. Starting materials: CC(=O)O, COC(=O)c1ccc(OCCCCCl)c(OC)c1, O=N[O-], [Na+], O, O=[N+]([O-])O.